From a dataset of the Open Reaction Database (ORD), a public repository of structured organic reaction records. describe an organic reaction: reactants, conditions, products, and yield The reactants are C(C)(=O)O.C(C)(=O)O.I(=O)C1=CC=CC=C1 (iodosobenzene diacetate), CSC1=CC=C(C=C1)[N+](=O)[O-] (1-methylsulphanyl-4-nitrobenzene), [N+](=O)([O-])C1=CC=C(C=C1)S(=O)(=O)N (4-nitrobenzenesulphonamide), [O-2].[Mg+2] (magnesium oxide). The reagents and catalysts are CC(=O)[O-].CC(=O)[O-].CC(=O)[O-].CC(=O)[O-].[Rh+2].[Rh+2] (rhodium(II) acetate dimer). Run in ClCCl (dichloromethane). Conditions: time 24 hour. Product: CS(=NS(=O)(=O)C1=CC=C(C=C1)[N+](=O)[O-])C1=CC=C(C=C1)[N+](=O)[O-] ((RS)—S-Methyl-S-(4-nitrophenyl)-N-[(4-nitrophenyl)sulphonyl]sulphimide). Isolated yield 74.0%. RXN SMILES: C(O)(=O)C.C(O)(=O)C.I(C1C=CC=CC=1)=O.[CH3:17][S:18][C:19]1[CH:24]=[CH:23][C:22]([N+:25]([O-:27])=[O:26])=[CH:21][CH:20]=1.[N+:28]([C:31]1[CH:36]=[CH:35][C:34]([S:37]([NH2:40])(=[O:39])=[O:38])=[CH:33][CH:32]=1)([O-:30])=[O:29].[O-2].[Mg+2]>ClCCl.CC([O-])=O.CC([O-])=O.CC([O-])=O.CC([O-])=O.[Rh+2].[Rh+2]>[CH3:17][S:18]([C:19]1[CH:20]=[CH:21][C:22]([N+:25]([O-:27])=[O:26])=[CH:23][CH:24]=1)=[N:40][S:37]([C:34]1[CH:33]=[CH:32][C:31]([N+:28]([O-:30])=[O:29])=[CH:36][CH:35]=1)(=[O:39])=[O:38] |f:0.1.2,5.6,8.9.10.11.12.13|. Procedure: 879 mg (2.73 mmol) of iodosobenzene diacetate are added to a suspension of 300 mg (1.77 mmol) of 1-methylsulphanyl-4-nitrobenzene, 716 mg (3.55 mmol) of 4-nitrobenzenesulphonamide, 285 mg (7.10 mmol) of magnesium oxide and 78 mg (0.18 mmol) of rhodium(II) acetate dimer in 12 ml of dichloromethane at room temperature. The mixture is stirred for 24 h and then concentrated. The resulting residue is purified by chromatography (dichloromethane/ethanol 95:5). 484 mg (1.31 mmol; yield: 74%) of the prod... Reactants: NC(C1(CCCC1)N(C)C)C1=CC=CC=C1 (Racemic {1-[amino(phenyl)methyl]cyclopentyl}dimethylamine), C(C)(C)N(CC)C(C)C (diisopropylethylamine), ClC1=C(C(=O)O)C(=CC=C1)Cl (2,6-dichlorobenzoic acid), ON1N=NC2=C1C=CC=C2 (1-hydroxybenzotriazole), C1(CCCCC1)N=C=NC1CCCCC1 (dicyclohexylcarbodiimide), C(C(CO)(CO)N)O (Trisamine). The solvent is C(Cl)Cl (DCM), CN1C(CCC1)=O (N-methylpyrrolidinone). Run at time 1 hour. Product: ClC1=C(C(=O)NC(C2=CC=CC=C2)C2(CCCC2)N(C)C)C(=CC=C1)Cl ((±)-2,6-Dichloro-N-[[1-(dimethylamino)cyclopentyl] (phenyl)methyl]benzamide). The yield is 83.2%. RXN SMILES: [Cl:1][C:2]1[CH:10]=[CH:9][CH:8]=[C:7]([Cl:11])[C:3]=1[C:4]([OH:6])=O.ON1C2C=CC=CC=2N=N1.C1(N=C=NC2CCCCC2)CCCCC1.[NH2:37][CH:38]([C:47]1[CH:52]=[CH:51][CH:50]=[CH:49][CH:48]=1)[C:39]1([N:44]([CH3:46])[CH3:45])[CH2:43][CH2:42][CH2:41][CH2:40]1.C(N(C(C)C)CC)(C)C.C(O)C(N)(CO)CO>C(Cl)Cl.CN1CCCC1=O>[Cl:11][C:7]1[CH:8]=[CH:9][CH:10]=[C:2]([Cl:1])[C:3]=1[C:4]([NH:37][CH:38]([C:39]1([N:44]([CH3:46])[CH3:45])[CH2:43][CH2:42][CH2:41][CH2:40]1)[C:47]1[CH:52]=[CH:51][CH:50]=[CH:49][CH:48]=1)=[O:6]. Procedure: To a solution of 2,6-dichlorobenzoic acid (20 mg; 0.105 mmol) in DCM (2 ml) and N-methylpyrrolidinone (0.1-0.5 ml) was added 1-hydroxybenzotriazole (18 mg; 0.11 mmol) and PL-dicyclohexylcarbodiimide (88 mg; 0.14 mmol; Polymer Labs 1.59 mmol/g). The mixture was shaken at room temperature for 1 hour and then 1-[amino(phenyl)methyl]cyclopentyl}dimethylamine dihydrochloride D2 (20 mg; 0.07 mmol) and PS-diisopropylethylamine (82 mg; 0.21 mmol; Polymer Labs 2.59 mmol/g) were then added and shaking con... The reactants are OC(C1=CC=C(C=C1)NC(=O)[C@@H]1CC(=NO1)C=1C=NC=CC1)C1=CC=CC=C1 ((5S)-4,5-dihydro-N-[4-(hydroxyphenylmethyl)phenyl]-3-(3-pyridinyl)-5-isoxazolecarboxamide), Cl (HCl), O=S(Cl)Cl (SOCl2). Solvent: C(Cl)Cl (CH2Cl2). The product is Cl.ClC(C1=CC=C(C=C1)NC(=O)[C@@H]1CC(=NO1)C=1C=NC=CC1)C1=CC=CC=C1 ((5S)-N-[4-(chlorophenylmethyl)phenyl]-4,5-dihydro-3-(3-pyridinyl)-5-isoxazolecarboxamide monohydrochloride). As a reaction SMILES: O[CH:2]([C:23]1[CH:28]=[CH:27][CH:26]=[CH:25][CH:24]=1)[C:3]1[CH:8]=[CH:7][C:6]([NH:9][C:10]([C@H:12]2[O:16][N:15]=[C:14]([C:17]3[CH:18]=[N:19][CH:20]=[CH:21][CH:22]=3)[CH2:13]2)=[O:11])=[CH:5][CH:4]=1.[ClH:29].O=S(Cl)[Cl:32]>C(Cl)Cl>[ClH:32].[Cl:29][CH:2]([C:23]1[CH:28]=[CH:27][CH:26]=[CH:25][CH:24]=1)[C:3]1[CH:8]=[CH:7][C:6]([NH:9][C:10]([C@H:12]2[O:16][N:15]=[C:14]([C:17]3[CH:18]=[N:19][CH:20]=[CH:21][CH:22]=3)[CH2:13]2)=[O:11])=[CH:5][CH:4]=1 |f:4.5|. Reported procedure: ) (5S)-4,5-dihydro-N-[4-(hydroxyphenylmethyl)phenyl]-3-(3-pyridinyl)-5-isoxazolecarboxamide (0.027 mol) was suspended in CH2Cl2 (250 ml). HCl, gas (excess) was allowed to bubble through the suspension for 2 minutes. SOCl2 (0.097 mol) was added dropwise and the reaction mixture was stirred and refluxed for 4 hours. The solvent was evaporated under reduced pressure. Toluene was added and azeotroped on the rotary evaporator (2×). The residue was stirred in toluene. The precipitate was filtered off,... Starting materials: [S-]C#N.[NH4+] (ammonium thiocyanate), C(C)(=O)O (acetic acid), FC(C(=O)O)(F)F (trifluoroacetic acid), C(C)(=O)OC(C)=O (acetic anhydride). The solvent is C(C)N(CC)CC (triethylamine). The product is C(C)(=O)N1[C@H](C(=O)O)CCC1 (Acetylproline). Reaction SMILES: [S-][C:2]#[N:3].[NH4+].[C:5]([OH:8])(=[O:7])[CH3:6].F[C:10](F)(F)[C:11]([OH:13])=O.[C:16](OC(=O)C)(=O)[CH3:17]>C(N(CC)CC)C>[C:11]([N:3]1[CH2:2][CH2:17][CH2:16][C@H:6]1[C:5]([OH:8])=[O:7])(=[O:13])[CH3:10] |f:0.1|. Procedure: ammonium thiocyanate (BDH, Analar), Aristar acetic acid (BDH), eptide synthesis grades of trifluoroacetic acid and acetic anhydride (Applied Biosystems) were used without further purification. Reagents for amino acid analysis of phenylthiocarbamyl amino acids were all of the highest possible purity (Inglis et al Biochem. Biophys. Methods 15:249, 1988). Pierce 6M constant boiling HC1 and Analar phenol (BDH) were used for hydrolysis and N,N-diisopropylethylamine (DIEA, Peptide Synthesis Grade, App... The reactants are ClC1=CC(=C(C=C1)CCO)[N+](=O)[O-] (2-(4-chloro-2-nitro-phenyl)-ethanol), C1(=CC=CC=C1)P(C1=CC=CC=C1)C1=CC=CC=C1 (triphenylphosphine), C(Br)(Br)(Br)Br (Carbon tetrabromide). The solvent is C(Cl)Cl (methylene chloride), C(Cl)Cl (methylene chloride). Conditions: temperature 0 celsius, time 8 hour. Product: BrCCC1=C(C=C(C=C1)Cl)[N+](=O)[O-] (1-(2-Bromo-ethyl)-4-chloro-2-nitro-benzene). Isolated yield 95.1%. RXN SMILES: [Cl:1][C:2]1[CH:7]=[CH:6][C:5]([CH2:8][CH2:9]O)=[C:4]([N+:11]([O-:13])=[O:12])[CH:3]=1.C1(P(C2C=CC=CC=2)C2C=CC=CC=2)C=CC=CC=1.C(Br)(Br)(Br)[Br:34]>C(Cl)Cl>[Br:34][CH2:9][CH2:8][C:5]1[CH:6]=[CH:7][C:2]([Cl:1])=[CH:3][C:4]=1[N+:11]([O-:13])=[O:12]. Procedure details: To a solution of 2-(4-chloro-2-nitro-phenyl)-ethanol (63.0 g, 0.31 mole) in methylene chloride (1 L) was added triphenylphosphine (81.9 g, 0.31 mole) and the mixture was cooled to 0° C. Carbon tetrabromide (103.6 g, 0.31 mole) in methylene chloride (100 mL) was added dropwise through an addition funnel. The reaction mixture was stirred at room temperature overnight. The solvent was removed in vacuo and the residue purified by flash column chromatography (silica gel, dichloromethane) to provide 7...